Task: describe an organic reaction: reactants, conditions, products, and yield. Dataset: the Open Reaction Database (ORD), a public repository of structured organic reaction records The reactants are C(C)(=O)OC(C)=O (Acetic anhydride), Cl.CC1C(CCNCC1)=O (5-methyl-azepan-4-one hydrochloride), N1=CC=CC=C1 (pyridine). Solvent: C(Cl)Cl (DCM). Run at time 8 hour. Yields the product C(C)(=O)N1CCC(C(CC1)C)=O (1-acetyl-5-methyl-azepan-4-one). The yield is 42.2%. Reaction SMILES: [C:1](OC(=O)C)(=[O:3])[CH3:2].Cl.[CH3:9][CH:10]1[CH2:16][CH2:15][NH:14][CH2:13][CH2:12][C:11]1=[O:17].N1C=CC=CC=1>C(Cl)Cl>[C:1]([N:14]1[CH2:15][CH2:16][CH:10]([CH3:9])[C:11](=[O:17])[CH2:12][CH2:13]1)(=[O:3])[CH3:2] |f:1.2|. Reported procedure: Acetic anhydride (0.437 mL, 4.62 mmol) was added at 0° C. to a solution of 5-methyl-azepan-4-one hydrochloride (0.740 g, 3.08 mmol) in DCM (20 mL) and pyridine (0.25 mL, 3.08 mmol). The reaction mixture was stirred at RT for 8 hours before being partitioned between DCM and H2O. The organic layer was dried (Na2SO4), filtered, and evaporated. The crude residue was purified by SiO2 chromatography (100% EtOAc) to give 0.220 g of 1-acetyl-5-methyl-azepan-4-one (42% yield). The reactants are NC1=C(C=C2C=CN(C2=C1)CC1=C(C=C(C(=O)OC)C=C1)OC)Br (methyl 4-(6-amino-5-bromoindol-1-ylmethyl)-3-methoxybenzoate), C1(CCCC1)CC(=O)O (cyclopentylacetic acid). Product: BrC=1C=C2C=CN(C2=CC1NC(CC1CCCC1)=O)CC1=C(C=C(C(=O)OC)C=C1)OC (methyl 4-[5-bromo-6-cyclopentylacetamidoindol-1-ylmethyl]-3-methoxybenzoate). Yield: 60.0%. RXN SMILES: [NH2:1][C:2]1[CH:10]=[C:9]2[C:5]([CH:6]=[CH:7][N:8]2[CH2:11][C:12]2[CH:21]=[CH:20][C:15]([C:16]([O:18][CH3:19])=[O:17])=[CH:14][C:13]=2[O:22][CH3:23])=[CH:4][C:3]=1[Br:24].[CH:25]1([CH2:30][C:31](O)=[O:32])[CH2:29][CH2:28][CH2:27][CH2:26]1>>[Br:24][C:3]1[CH:4]=[C:5]2[C:9](=[CH:10][C:2]=1[NH:1][C:31](=[O:32])[CH2:30][CH:25]1[CH2:29][CH2:28][CH2:27][CH2:26]1)[N:8]([CH2:11][C:12]1[CH:21]=[CH:20][C:15]([C:16]([O:18][CH3:19])=[O:17])=[CH:14][C:13]=1[O:22][CH3:23])[CH:7]=[CH:6]2. Procedure details: Using a similar procedure to that described in Example 185, but starting from methyl 4-(6-amino-5-bromoindol-1-ylmethyl)-3-methoxybenzoate (GG) and cyclopentylacetic acid, methyl 4-[5-bromo-6-cyclopentylacetamidoindol-1-ylmethyl]-3-methoxybenzoate was obtained in 60% yield as an off-white solid; partial NMR: 1.6 [br m,8H,(CH2)4 ], 3.8 (s,3H,OCH3), 3.9 (s,3H,OCH3), 5.3 (s,2H,NCH2), 6.4 (dd,1H,H3-indole), 7.1 (d,1H,H2 -indole), 7.7 (br, 1H,NH), 7.8 (s,1H,H4 -indole), 8.5 (br s,1H,H7 -indole). The solvent is CO (methanol). As a reaction SMILES: C([O:9][CH2:10][CH2:11][C:12]([F:21])([F:20])[C:13]([F:19])([F:18])[S:14]([O-:17])(=[O:16])=[O:15])(=O)C1C=CC=CC=1.[C:22]1([S+:28]([C:35]2[CH:40]=[CH:39][CH:38]=[CH:37][CH:36]=2)[C:29]2[CH:34]=[CH:33][CH:32]=[CH:31][CH:30]=2)[CH:27]=[CH:26][CH:25]=[CH:24][CH:23]=1.[OH-].[Na+].Cl>CO>[OH:9][CH2:10][CH2:11][C:12]([F:21])([F:20])[C:13]([F:18])([F:19])[S:14]([O-:17])(=[O:15])=[O:16].[C:35]1([S+:28]([C:22]2[CH:23]=[CH:24][CH:25]=[CH:26][CH:27]=2)[C:29]2[CH:34]=[CH:33][CH:32]=[CH:31][CH:30]=2)[CH:36]=[CH:37][CH:38]=[CH:39][CH:40]=1 |f:0.1,2.3,6.7|. Starting materials: C(C1=CC=CC=C1)(=O)OCCC(C(S(=O)(=O)[O-])(F)F)(F)F.C1(=CC=CC=C1)[S+](C1=CC=CC=C1)C1=CC=CC=C1 (triphenylsulfonium 4-benzoyloxy-1,1,2,2-tetrafluorobutanesulfonate), [OH-].[Na+] (sodium hydroxide), Cl (hydrochloric acid). The product is OCCC(C(S(=O)(=O)[O-])(F)F)(F)F.C1(=CC=CC=C1)[S+](C1=CC=CC=C1)C1=CC=CC=C1 (triphenylsulfonium 4-hydroxy-1,1,2,2-tetrafluorobutanesulfonate). Procedure details: In 8 g of methanol was dissolved 2.1 g of triphenylsulfonium 4-benzoyloxy-1,1,2,2-tetrafluorobutanesulfonate synthesized in Synthesis Example 9. The solution was stirred under ice cooling, to which 2.5 g of a 9% sodium hydroxide aqueous solution was added dropwise at a temperature below 10° C. The solution was aged at room temperature for 70 hours, after which 22 g of 1N hydrochloric acid was added under ice cooling for quenching the reaction. The methanol was removed under vacuum. Dichlorometha... Run at time 70 hour. Reactants: C1(CC1)C=1C=CC(=NC1)N (5-cyclopropylpyridin-2-amine), BrBr (bromine), [OH-].[Na+] (sodium hydroxide). The solvent is C(C)(=O)O (acetic acid). Reaction conditions: time 2 hour. Yields the product BrC=1C(=NC=C(C1)C1CC1)N (3-bromo-5-cyclopropylpyridin-2-amine). Reaction SMILES: [CH:1]1([C:4]2[CH:5]=[CH:6][C:7]([NH2:10])=[N:8][CH:9]=2)[CH2:3][CH2:2]1.[Br:11]Br.[OH-].[Na+]>C(O)(=O)C>[Br:11][C:6]1[C:7]([NH2:10])=[N:8][CH:9]=[C:4]([CH:1]2[CH2:3][CH2:2]2)[CH:5]=1 |f:2.3|. Reported procedure: To a solution of 5-cyclopropylpyridin-2-amine (1.33 g) in acetic acid (15 mL) was added bromine (762 μL) at 0° C., and the mixture was stirred at room temperature for 2 hr. The reaction mixture was basified with 1N aqueous sodium hydroxide solution at 0° C., and extracted with ethyl acetate. The extract was dried over anhydrous magnesium sulfate, and the solvent was evaporated under reduced pressure. The residue was purified by silica gel column chromatography (NH, ethyl acetate/hexane) to give ...